From a dataset of the Open Reaction Database (ORD), a public repository of structured organic reaction records. describe an organic reaction: reactants, conditions, products, and yield RXN SMILES: [CH3:6][O:7][c:8]1[cH:9][c:10]2[c:11]([cH:12][cH:13]1)[N:14]1[C:15](=[N:16][CH2:17][CH2:18][CH2:19]1)[C:20]21[O:21][CH2:25][CH2:24][CH2:23][O:22]1.[NH4+:27].[OH-:26].[S:1](=[O:2])(=[O:3])([OH:4])[OH:5]>>[CH3:6][O:7][c:8]1[cH:9][c:10]2[c:11]([cH:12][cH:13]1)[N:14]1[C:15](=[N:16][CH2:17][CH2:18][CH2:19]1)[C:20]2=[O:21]. Product: COc1ccc2c(c1)C(=O)C1=NCCCN12. Reactants: COc1ccc2c(c1)C1(OCCCO1)C1=NCCCN12, [NH4+], [OH-], O=S(=O)(O)O. RXN SMILES: [CH3:16][NH:17][O:18][CH3:19].[CH3:20][N:21]1[CH2:22][CH2:23][O:24][CH2:25][CH2:26]1.[CH3:28][N:29]([CH3:30])[CH2:31][CH2:32][CH2:33][N:34]=[C:35]=[N:36][CH2:37][CH3:38].[CH3:42][CH2:43][O:44][C:45]([CH3:46])=[O:47].[Cl:1][c:2]1[c:3]([C:4](=[O:5])[OH:6])[cH:7][cH:8][c:9]([C:11]([F:12])([F:13])[F:14])[n:10]1.[Cl:39][CH2:40][Cl:41].[ClH:15].[ClH:27].[OH2:48]>>[Cl:1][c:2]1[c:3]([C:4](=[O:5])[N:17]([CH3:16])[O:18][CH3:19])[cH:7][cH:8][c:9]([C:11]([F:12])([F:13])[F:14])[n:10]1. Product: CON(C)C(=O)c1ccc(C(F)(F)F)nc1Cl. Starting materials: CNOC, CN1CCOCC1, CCN=C=NCCCN(C)C, CCOC(C)=O, O=C(O)c1ccc(C(F)(F)F)nc1Cl, ClCCl, Cl, Cl, O. Starting materials: solution, [OH-].[Na+] (sodium hydroxide), COC(/C(=C/C1=C(N=C(S1)C)C)/NC(C1=C(C=C(C=C1)C(CCC1=CC(=CC=C1)O)O)Cl)=O)=O (rac.-(Z)-2-[[2-chloro-4-[1-hydroxy-3-(3-hydroxyphenyl)propan-1-yl]benzoyl]amino]-3-(2,4-dimethylthiazol-5-yl)propenoic acid methyl ester). Solvent: CO.O1CCCC1 (methanol tetrahydrofuran). Conditions: time 5 hour. Yields the product ClC1=C(C(=O)N\C(\C(=O)O)=C/C2=C(N=C(S2)C)C)C=CC(=C1)C(CCC1=CC(=CC=C1)O)O (rac.-(Z)-2-[[2-chloro-4-[1-hydroxy-3-(3-hydroxyphenyl)propan-1-yl]benzoyl]amino]-3-(2,4-dimethylthiazol-5-yl)propenoic acid). The yield is 57.6%. As a reaction SMILES: [OH-].[Na+].C[O:4][C:5](=[O:36])/[C:6](/[NH:15][C:16](=[O:35])[C:17]1[CH:22]=[CH:21][C:20]([CH:23]([OH:33])[CH2:24][CH2:25][C:26]2[CH:31]=[CH:30][CH:29]=[C:28]([OH:32])[CH:27]=2)=[CH:19][C:18]=1[Cl:34])=[CH:7]/[C:8]1[S:12][C:11]([CH3:13])=[N:10][C:9]=1[CH3:14]>CO.O1CCCC1>[Cl:34][C:18]1[CH:19]=[C:20]([CH:23]([OH:33])[CH2:24][CH2:25][C:26]2[CH:31]=[CH:30][CH:29]=[C:28]([OH:32])[CH:27]=2)[CH:21]=[CH:22][C:17]=1[C:16]([NH:15]/[C:6](=[CH:7]\[C:8]1[S:12][C:11]([CH3:13])=[N:10][C:9]=1[CH3:14])/[C:5]([OH:36])=[O:4])=[O:35] |f:0.1,3.4|. Procedure details: An aqueous 1N solution of sodium hydroxide (0.5 mL, 0.5 mmol) was added to a solution of rac.-(Z)-2-[[2-chloro-4-[1-hydroxy-3-(3-hydroxyphenyl)propan-1-yl]benzoyl]amino]-3-(2,4-dimethylthiazol-5-yl)propenoic acid methyl ester (Example 229; 70 mg, 0.14 mmol) in methanol/tetrahydrofuran (1:1; 2 mL). After the solution was stirred at room temperature for 5 h and the solvents were removed under reduced pressure. Water (5 mL) was added and the mixture was filtered through Celite®. The filter pad was ... Starting materials: [Al+3], CCOC(=O)c1csc(NCc2ccccc2)n1, [H-], [H-], [H-], [H-], [Li+], C1CCOC1. Yields the product OCc1csc(NCc2ccccc2)n1. Reaction SMILES: [Al+3:20].[CH2:1]([c:2]1[cH:3][cH:4][cH:5][cH:6][cH:7]1)[NH:8][c:9]1[s:10][cH:11][c:12]([C:14](=[O:15])[O:16][CH2:17][CH3:18])[n:13]1.[H-:19].[H-:22].[H-:23].[H-:24].[Li+:21].[O:25]1[CH2:26][CH2:27][CH2:28][CH2:29]1>>[CH2:1]([c:2]1[cH:3][cH:4][cH:5][cH:6][cH:7]1)[NH:8][c:9]1[s:10][cH:11][c:12]([CH2:14][OH:15])[n:13]1. Reactants: N1=CNC2=C1C=CN=C2 (5-azabenzimidazole), BrC1=NC=C(C=C1)F (2-bromo-5-fluoropyridine), OC=1C=CC=C2C=CC=NC12 (8-hydroxyquinoline), C(=O)([O-])[O-].[Cs+].[Cs+] (Cs2CO3). Reagents/catalysts: [Cu-]=O (copper (I) oxide). Run in O (H2O), CS(=O)C (DMSO). Product: MeOH(NH3), FC=1C=CC(=NC1)N1C=NC=2C=NC=CC21 (1-(5-Fluoropyridin-2-yl)-1H-imidazo[4,5-c]pyridine). Yield: 25.0%. As a reaction SMILES: [N:1]1[C:5]2[CH:6]=[CH:7][N:8]=[CH:9][C:4]=2[NH:3][CH:2]=1.Br[C:11]1[CH:16]=[CH:15][C:14]([F:17])=[CH:13][N:12]=1.OC1C=CC=C2C=1N=CC=C2.C([O-])([O-])=O.[Cs+].[Cs+]>CS(C)=O.O.[Cu-]=O>[F:17][C:14]1[CH:15]=[CH:16][C:11]([N:1]2[C:5]3[CH:6]=[CH:7][N:8]=[CH:9][C:4]=3[N:3]=[CH:2]2)=[N:12][CH:13]=1 |f:3.4.5|. Procedure: A solution of 5-azabenzimidazole (1.00 g, 8.40 mmol), 2-bromo-5-fluoropyridine (1.48 g, 8.40 mmol), copper (I) oxide (0.13 g, 0.84 mmol), 8-hydroxyquinoline (0.24 g, 1.68 mmol), and Cs2CO3 (5.47 g, 16.8 mmol) in DMSO (4 mL) was irradiated in a microwave apparatus for 1 hour at 140° C. The reaction was diluted with H2O (100 mL) and extracted with EtOAc (75 mL×3). The organic layers were combined, dried (Na2SO4), and concentrated. Chromatography of the resulting residue (SiO2; MeOH(NH3):DCM) gave ... Starting materials: C(C1=CC=CC=C1)OC1=C(C=CC(=C1)I)N1CC(N(S1(=O)=O)CC[Si](C)(C)C)=O (5-(2-benzyloxy-4-iodophenyl)-1,1-dioxo-2-(2-trimethylsilanylethyl)-1,2,5-thiadiazolidin-3-one), ICC1=C(C=CC=C1)OS(=O)(=O)C (methanesulfonic acid 2-iodomethylphenyl ester). The product is OC1=C(C=CC(=C1)CC1=C(C=CC=C1)O)N1CC(NS1(=O)=O)=O (5-[2-Hydroxy-4-(2-hydroxybenzyl)-phenyl]-1,1-dioxo-1,2,5-thiadiazolidin-3-one). RXN SMILES: C([O:8][C:9]1[CH:14]=[C:13](I)[CH:12]=[CH:11][C:10]=1[N:16]1[S:20](=[O:22])(=[O:21])[N:19](CC[Si](C)(C)C)[C:18](=[O:29])[CH2:17]1)C1C=CC=CC=1.I[CH2:31][C:32]1[CH:37]=[CH:36][CH:35]=[CH:34][C:33]=1[O:38]S(C)(=O)=O>>[OH:8][C:9]1[CH:14]=[C:13]([CH2:31][C:32]2[CH:37]=[CH:36][CH:35]=[CH:34][C:33]=2[OH:38])[CH:12]=[CH:11][C:10]=1[N:16]1[S:20](=[O:21])(=[O:22])[NH:19][C:18](=[O:29])[CH2:17]1. Procedure: The title compound is prepared from 5-(2-benzyloxy-4-iodophenyl)-1,1-dioxo-2-(2-trimethylsilanylethyl)-1,2,5-thiadiazolidin-3-one and methanesulfonic acid 2-iodomethylphenyl ester analogous to Example 306, steps C-F: (M−1)−=333. HPLC retention time=1.04 min (Method A). The reactants are C1(=CC=C(C=C1)S(=O)(=O)Cl)C (p-toluenesulfonyl chloride), CC(C(=O)N)(CN1C(=NC=2C=NC=3C=CC=CC3C21)CCC)C (2,2-Dimethyl-3-(2-propyl-1H-imidazo[4,5-c]quinolin-1-yl)propanamide), C1=CC(=CC(=C1)Cl)C(=O)OO (mCPBA), C1=CC(=CC(=C1)Cl)C(=O)OO (mCPBA), [OH-].[NH4+] (ammonium hydroxide). Reaction conditions: temperature 0 celsius, time 1.75 hour. Product: NC1=NC=2C=CC=CC2C2=C1N=C(N2CC(C(=O)N)(C)C)CCC (3-(4-amino-2-propyl-1H-imidazo[4,5-c]quinolin-1-yl)-2,2-dimethylpropanamide). RXN SMILES: [CH3:1][C:2]([CH3:23])([CH2:6][N:7]1[C:19]2[C:18]3[CH:17]=[CH:16][CH:15]=[CH:14][C:13]=3[N:12]=[CH:11][C:10]=2[N:9]=[C:8]1[CH2:20][CH2:21][CH3:22])[C:3]([NH2:5])=[O:4].C1C=C(Cl)C=C(C(OO)=O)C=1.[OH-].[NH4+:36].C1(C)C=CC(S(Cl)(=O)=O)=CC=1>>[NH2:36][C:11]1[C:10]2[N:9]=[C:8]([CH2:20][CH2:21][CH3:22])[N:7]([CH2:6][C:2]([CH3:23])([CH3:1])[C:3]([NH2:5])=[O:4])[C:19]=2[C:18]2[CH:17]=[CH:16][CH:15]=[CH:14][C:13]=2[N:12]=1 |f:2.3|. Procedure: 2,2-Dimethyl-3-(2-propyl-1H-imidazo[4,5-c]quinolin-1-yl)propanamide was treated with mCPBA (3.24 g, 14.4 mmol) followed by ammonium hydroxide (75 mL) and p-toluenesulfonyl chloride (2.5 g, 13 mmol) according to a modification of the method described in Part F of Example 1. The reaction was cooled to 0° C. before the addition of mCPBA. After the addition, the reaction was stirred for 15 minutes at 0° C. and 1.75 hours at ambient temperature. The reaction was not washed prior to the addition of am...